Dataset: the Open Reaction Database (ORD), a public repository of structured organic reaction records. Task: describe an organic reaction: reactants, conditions, products, and yield Reactants: FC1=C(C=C(C=C1)[N+](=O)[O-])OC (1-fluoro-2-methoxy-4-nitro-benzene), N1C=NC(=C1)CO ((1H-imidazol-4-yl)-methanol), C([O-])([O-])=O.[Cs+].[Cs+] (cesium carbonate). The solvent is C(C)#N (acetonitrile). Product: COC1=C(C=CC(=C1)[N+](=O)[O-])N1C=NC(=C1)CO ([1-(2-Methoxy-4-nitro-phenyl)-1H-imidazol-4-yl]-methanol). RXN SMILES: F[C:2]1[CH:7]=[CH:6][C:5]([N+:8]([O-:10])=[O:9])=[CH:4][C:3]=1[O:11][CH3:12].[NH:13]1[CH:17]=[C:16]([CH2:18][OH:19])[N:15]=[CH:14]1.C(=O)([O-])[O-].[Cs+].[Cs+]>C(#N)C>[CH3:12][O:11][C:3]1[CH:4]=[C:5]([N+:8]([O-:10])=[O:9])[CH:6]=[CH:7][C:2]=1[N:13]1[CH:17]=[C:16]([CH2:18][OH:19])[N:15]=[CH:14]1 |f:2.3.4|. Procedure: A mixture of 1-fluoro-2-methoxy-4-nitro-benzene (1.0 g, 5.8 mmol), (1H-imidazol-4-yl)-methanol (602 mg, 6.1 mmol) and cesium carbonate (2.86 g, 8.8 mmol) in 40 ml of acetonitrile was refluxed overnight. The reaction mixture was concentrated in vacuo, diluted with water and extracted with ethyl acetate. Chromatography on Si—NH2 (Isolute) using ethyl acetate as an eluent gave the title compound as a yellowish solid. Starting materials: CCN(C(C)C)C(C)C (DIPEA), [N+](=O)([O-])C1=C(C=CC=C1)S(=O)(=O)Cl (2-nitrobenzene sulfonyl chloride), NC[C@@H](C(=O)OC)NC(=O)OC(C)(C)C (methyl 3-amino-2(S)-(tert-butoxycarbonylamino)propanoate). The solvent is C(Cl)Cl (DCM). Reaction conditions: time 2 hour. Yields the product C(C)(C)(C)OC(=O)N[C@H](C(=O)OC)CNS(=O)(=O)C1=C(C=CC=C1)[N+](=O)[O-] (methyl 2(S)-(tert-butoxycarbonylamino)-3-(2-nitrophenylsulfonamido)propanoate). Yield: 98.3%. Reaction SMILES: [NH2:1][CH2:2][C@H:3]([NH:8][C:9]([O:11][C:12]([CH3:15])([CH3:14])[CH3:13])=[O:10])[C:4]([O:6][CH3:7])=[O:5].CCN(C(C)C)C(C)C.[N+:25]([C:28]1[CH:33]=[CH:32][CH:31]=[CH:30][C:29]=1[S:34](Cl)(=[O:36])=[O:35])([O-:27])=[O:26]>C(Cl)Cl>[C:12]([O:11][C:9]([NH:8][C@@H:3]([CH2:2][NH:1][S:34]([C:29]1[CH:30]=[CH:31][CH:32]=[CH:33][C:28]=1[N+:25]([O-:27])=[O:26])(=[O:35])=[O:36])[C:4]([O:6][CH3:7])=[O:5])=[O:10])([CH3:15])([CH3:14])[CH3:13]. Procedure: To a mixture of methyl 3-amino-2(S)-(tert-butoxycarbonylamino)propanoate ii (1.6 g, 7.3 mmoL) in DCM (50 mL) was added DIPEA (1.64 mL, 9.4 mmoL) and 2-nitrobenzene sulfonyl chloride (1.62 g, 7.3 mmoL). The mixture was stirred at rt for 2 h. It was then concentrated, dissolved in ethyl acetate, which was then washed with sat. sodium bicarbonate, brine and dried over magnesium sulfate. It was then filtered, concentrated to yield 2.9 g (98%) of methyl 2(S)-(tert-butoxycarbonylamino)-3-(2-nitropheny... Reactants: ClC1=C(C(=O)O)C=CC(=C1OCC(C)=NOCC=C)S(=O)(=O)CC (2-chloro-3-(2-allyloxyiminopropyloxy)-4-ethanesulfonylbenzoic acid), C1(CC(CCC1)=O)=O (cyclohexane-1,3-dione), Cl.CN(CCCN=C=NCC)C (N′-(3-dimethylaminopropyl)-N-ethylcarbodiimide hydrochloride), CN(C)C1=NC=CC=C1 (dimethylaminopyridine). Product: ClC1=C(C(=O)OC2=CC(CCC2)=O)C=CC(=C1OCC(C)=NOCC=C)S(=O)(=O)CC (3-Oxo-1-cyclohexenyl 2-chloro-3-(2-allyloxyiminopropyloxy)-4-ethanesulfonylbenzoate). As a reaction SMILES: [Cl:1][C:2]1[C:10]([O:11][CH2:12][C:13](=[N:15][O:16][CH2:17][CH:18]=[CH2:19])[CH3:14])=[C:9]([S:20]([CH2:23][CH3:24])(=[O:22])=[O:21])[CH:8]=[CH:7][C:3]=1[C:4]([OH:6])=[O:5].[C:25]1(=O)[CH2:30][CH2:29][CH2:28][C:27](=[O:31])[CH2:26]1.Cl.CN(C)CCCN=C=NCC.CN(C1C=CC=CN=1)C>>[Cl:1][C:2]1[C:10]([O:11][CH2:12][C:13](=[N:15][O:16][CH2:17][CH:18]=[CH2:19])[CH3:14])=[C:9]([S:20]([CH2:23][CH3:24])(=[O:22])=[O:21])[CH:8]=[CH:7][C:3]=1[C:4]([O:6][C:25]1[CH2:30][CH2:29][CH2:28][C:27](=[O:31])[CH:26]=1)=[O:5] |f:2.3|. Procedure details: 0.526 g (1.40 mmol) of 2-chloro-3-(2-allyloxyiminopropyloxy)-4-ethanesulfonylbenzoic acid, 0.173 g (1.50 mmol) of cyclohexane-1,3-dione, 0.274 g (1.40 mmol) of N′-(3-dimethylaminopropyl)-N-ethylcarbodiimide hydrochloride and 0.002 g of dimethylaminopyridine were reacted analogously to preparation c). The reactants are [OH-].C(C1=CC=CC=C1)[N+](C)(C)C (benzyltrimethylammonium hydroxide), C1=CC=CC=2SC3=CC=CC=C3NC12 (phenothiazine), C(C=C)#N (acrylonitrile). Reaction conditions: temperature 80 celsius. Yields the product C1=CC=CC=2SC3=CC=CC=C3N(C12)C(C#N)C (10-Phenothiazinylproprionitrile). The yield is 66.0%. Reaction SMILES: [OH-].[CH2:2]([N+:9](C)(C)C)[C:3]1C=CC=C[CH:4]=1.[CH:13]1[C:26]2[NH:25][C:24]3[C:19](=[CH:20][CH:21]=[CH:22][CH:23]=3)[S:18][C:17]=2[CH:16]=[CH:15][CH:14]=1.C(#N)C=C>>[CH:23]1[C:24]2[N:25]([CH:3]([CH3:4])[C:2]#[N:9])[C:26]3[C:17](=[CH:16][CH:15]=[CH:14][CH:13]=3)[S:18][C:19]=2[CH:20]=[CH:21][CH:22]=1 |f:0.1|. Reported procedure: 2.5 ml of a 40% strength methanolic solution of benzyltrimethylammonium hydroxide are added dropwise to a reactor containing 100 g (0.5 moles) of phenothiazine and 530 g (10 moles) of acrylonitrile and cooled to a temperature below 10° C. The whole is heated to 80° C. for 1 hour 30 min. The excess acrylonitrile is removed by vacuum distillation. The solid is recrystallized twice from acetone. 10-Phenothiazinylproprionitrile is obtained in a 66% yield (83.9 g). M.p.: 156°-157° C. Reported procedure: Substituting 17β,19-dihydroxy-4α,17α-dimethyl-5-androsten-3-one and 19-hydroxy-6-methyl-5-androstene-3,17-dione for the 17β,19-dihydroxy-7α-methyl-5-androsten-3-one above results in the preparation of 4,17α-dimethyl-5-androstene-3α,17β,19-triol and 6-methyl-5-androstene-3α,17β,19-triol, respectively. The reactants are O[C@@H]1[C@]2(C)[C@@H](CC1)[C@@H]1[C@@H](C=C3CC(CC[C@]3(CO)[C@H]1CC2)=O)C (17β,19-dihydroxy-7α-methyl-5-androsten-3-one), 17β,19-dihydroxy-4α,17α-dimethyl-5-androsten-3-one, OC[C@]12CCC(CC1=C(C[C@H]1[C@@H]3CCC([C@@]3(C)CC[C@H]21)=O)C)=O (19-hydroxy-6-methyl-5-androstene-3,17-dione). Product: 4,17α-dimethyl-5-androstene-3α,17β,19-triol, CC=1C[C@H]2[C@@H]3CC[C@@H]([C@@]3(C)CC[C@@H]2[C@]2(CC[C@H](CC12)O)CO)O (6-methyl-5-androstene-3α,17β,19-triol). RXN SMILES: [OH:1][CH2:2][C@@:3]12[C@@H:20]3[C@H:11]([C@H:12]4[C@@:16]([CH2:18][CH2:19]3)([CH3:17])[C:15](=[O:21])[CH2:14][CH2:13]4)[CH2:10][C:9]([CH3:22])=[C:8]1[CH2:7][C:6](=[O:23])[CH2:5][CH2:4]2.O[C@H]1CC[C@H]2[C@H]3[C@H](CC[C@]12C)[C@]1(CO)C(CC(=O)CC1)=C[C@H]3C>>[CH3:22][C:9]1[CH2:10][C@@H:11]2[C@@H:20]([C@:3]3([CH2:2][OH:1])[C:8]=1[CH2:7][C@H:6]([OH:23])[CH2:5][CH2:4]3)[CH2:19][CH2:18][C@@:16]1([CH3:17])[C@H:12]2[CH2:13][CH2:14][C@@H:15]1[OH:21]. RXN SMILES: [CH2:16]([CH3:17])[O:18][C:19]([CH:20]([CH3:21])[Br:22])=[O:23].[ClH:1].[NH:2]1[CH2:3][CH:4]([NH:7][C:8](=[O:9])[c:10]2[s:11][c:12]([Cl:15])[cH:13][cH:14]2)[CH2:5][CH2:6]1>>[N:2]1([CH:20]([C:19]([O:18][CH2:16][CH3:17])=[O:23])[CH3:21])[CH2:3][CH:4]([NH:7][C:8](=[O:9])[c:10]2[s:11][c:12]([Cl:15])[cH:13][cH:14]2)[CH2:5][CH2:6]1. Product: CCOC(=O)C(C)N1CCC(NC(=O)c2ccc(Cl)s2)C1. The reactants are CCOC(=O)C(C)Br, Cl, O=C(NC1CCNC1)c1ccc(Cl)s1. The reactants are BrC1=CC(=C(C(=O)O)C=C1)F (4-bromo-2-fluorobenzoic acid), CC(C)N (2-propanamine). The product is BrC1=CC(=C(C(=O)NC(C)C)C=C1)F (4-bromo-2-fluoro-N-(1-methylethyl)-benzamide). RXN SMILES: [Br:1][C:2]1[CH:10]=[CH:9][C:5]([C:6]([OH:8])=O)=[C:4]([F:11])[CH:3]=1.[CH3:12][CH:13]([NH2:15])[CH3:14]>>[Br:1][C:2]1[CH:10]=[CH:9][C:5]([C:6]([NH:15][CH:13]([CH3:14])[CH3:12])=[O:8])=[C:4]([F:11])[CH:3]=1. Reported procedure: The sub-title compound was prepared by the method of example 18 step a) using 4-bromo-2-fluorobenzoic acid and 2-propanamine. Reactants: CCOC(=O)C1(NC(=O)c2cccc(C)c2O)Cc2ccccc2C1, C#CCBr, Cc1ccccc1, [K+], [K+], O=C([O-])[O-], CN(C)C=O. Yields the product C#CCOc1c(C)cccc1C(=O)NC1(C(=O)OCC)Cc2ccccc2C1. As a reaction SMILES: [CH2:1]([CH3:2])[O:3][C:4](=[O:5])[C:6]1([NH:15][C:16]([c:17]2[c:18]([OH:24])[c:19]([CH3:23])[cH:20][cH:21][cH:22]2)=[O:25])[CH2:7][c:8]2[cH:9][cH:10][cH:11][cH:12][c:13]2[CH2:14]1.[CH2:32]([C:33]#[CH:34])[Br:35].[CH3:36][c:37]1[cH:38][cH:39][cH:40][cH:41][cH:42]1.[K+:26].[K+:27].[O-:28][C:29]([O-:30])=[O:31].[O:43]=[CH:44][N:45]([CH3:46])[CH3:47]>>[CH2:1]([CH3:2])[O:3][C:4](=[O:5])[C:6]1([NH:15][C:16]([c:17]2[c:18]([O:24][CH2:34][C:33]#[CH:32])[c:19]([CH3:23])[cH:20][cH:21][cH:22]2)=[O:25])[CH2:7][c:8]2[cH:9][cH:10][cH:11][cH:12][c:13]2[CH2:14]1. Starting materials: O(C1=CC=CC=C1)C1=CC=C(C=O)C=C1 (4-phenoxybenzaldehyde), CN (methylamine), C(C)(=O)O (acetic acid), C(C)O (ethanol), C(C)(=O)O[BH-](OC(C)=O)OC(C)=O.[Na+] (sodium tri(acetoxy)borohydride). The solvent is Cl (hydrochloric acid). Run at time 16 hour. Yields the product C1(=CC=C(C=C1)C1=CC=CC=C1)OCCN (2-(Biphen-4-yloxy)ethylamine). As a reaction SMILES: [O:1]([C:8]1[CH:15]=[CH:14][C:11]([CH:12]=O)=[CH:10][CH:9]=1)[C:2]1C=CC=CC=1.[CH3:16][NH2:17].[C:18](O)(=O)[CH3:19].C(O[BH-](O[C:32](=O)[CH3:33])OC(=O)C)(=O)C.[Na+].[CH2:36](O)C>Cl>[C:8]1([O:1][CH2:2][CH2:16][NH2:17])[CH:9]=[CH:10][C:11]([C:12]2[CH:19]=[CH:18][CH:33]=[CH:32][CH:36]=2)=[CH:14][CH:15]=1 |f:3.4|. Procedure: To a solution of 4-phenoxybenzaldehyde (4.4 ml, 25 mmol) in ethanol (50 ml) was added methylamine (3.0 ml of 33% solution in ethanol, 25 mmol) and acetic acid (1.4 ml, 25 mmol), and the mixture was stirred under an atmosphere of nitrogen. After 20 minutes sodium tri(acetoxy)borohydride (10.5 g, 50 mmol) was added and stirring was continued for 16 hours. The mixture was diluted with 2 M aqueous hydrochloric acid (200 ml) and washed with diethyl ether (2×100 ml). The aqueous layer was basified to ...